This data is from the Open Reaction Database (ORD), a public repository of structured organic reaction records. The task is: describe an organic reaction: reactants, conditions, products, and yield The reactants are C(C)(C)(C)OC(=O)NCC=1C=C2C=CNC2=CC1 (5-(t-butoxycarbonylaminomethyl)-indole), ClN1C(CCC1=O)=O (N-chlorosuccinimide). The solvent is C(Cl)Cl (CH2Cl2). Conditions: time 0.5 hour. The product is ClC1=CNC2=CC=C(C=C12)CNC(=O)OC(C)(C)C (3-Chloro-5-(t-butoxycarbonylaminomethyl)-indole). Reaction SMILES: [C:1]([O:5][C:6]([NH:8][CH2:9][C:10]1[CH:11]=[C:12]2[C:16](=[CH:17][CH:18]=1)[NH:15][CH:14]=[CH:13]2)=[O:7])([CH3:4])([CH3:3])[CH3:2].[Cl:19]N1C(=O)CCC1=O>C(Cl)Cl>[Cl:19][C:13]1[C:12]2[C:16](=[CH:17][CH:18]=[C:10]([CH2:9][NH:8][C:6]([O:5][C:1]([CH3:4])([CH3:2])[CH3:3])=[O:7])[CH:11]=2)[NH:15][CH:14]=1. Procedure: To a solution of 5-(t-butoxycarbonylaminomethyl)-indole (0.51 g, 2.05 mmol) in CH2Cl2, (12 mL) under Argon at 15°-20° C. was added N-chlorosuccinimide (0.245 g, 1.82 mmol) portionwise over 1 hr. The reaction stirred 0.5 h and was partitioned with H2O and CH2Cl2. The aquesous layer was extracted with CH2Cl2 (2×), dried over MgSO4, filtered, and concentrated in vacuo to a brown residue. Purification via flash chromatography (25×150 mm column; gradient elution with EtOAc: hexanes, 1:4 to 1:3) yield...